This data is from the Open Reaction Database (ORD), a public repository of structured organic reaction records. The task is: describe an organic reaction: reactants, conditions, products, and yield Starting materials: CC(=O)O[BH-](OC(C)=O)OC(C)=O, C1COCCN1, Cc1cc(C=O)cc2c1C(=O)N(Cc1ccc(OC(F)(F)F)cc1)C2, ClCCl, [Na+]. The product is Cc1cc(CN2CCOCC2)cc2c1C(=O)N(Cc1ccc(OC(F)(F)F)cc1)C2. As a reaction SMILES: [C:32]([O:33][BH-:34]([O:35][C:36](=[O:37])[CH3:38])[O:39][C:40](=[O:41])[CH3:42])(=[O:43])[CH3:44].[CH2:1]1[CH2:2][O:3][CH2:4][CH2:5][NH:6]1.[CH3:7][c:8]1[cH:9][c:10]([CH:30]=[O:31])[cH:11][c:12]2[c:16]1[C:15](=[O:17])[N:14]([CH2:18][c:19]1[cH:20][cH:21][c:22]([O:25][C:26]([F:27])([F:28])[F:29])[cH:23][cH:24]1)[CH2:13]2.[Cl:46][CH2:47][Cl:48].[Na+:45]>>[CH2:1]1[CH2:2][O:3][CH2:4][CH2:5][N:6]1[CH2:30][c:10]1[cH:9][c:8]([CH3:7])[c:16]2[c:12]([cH:11]1)[CH2:13][N:14]([CH2:18][c:19]1[cH:20][cH:21][c:22]([O:25][C:26]([F:27])([F:28])[F:29])[cH:23][cH:24]1)[C:15]2=[O:17]. The reactants are NC1=C(C=C(C=C1)C1=CC(=CC=C1)Cl)C(=O)C1CC1 ((4-amino-3′-chloro-biphenyl-3-yl)-cyclopropyl-methanone), C[Mg]Br (methylmagnesium bromide). The solvent is C1CCOC1 (THF). Run at time 12 hour. Product: NC1=C(C=C(C=C1)C1=CC(=CC=C1)Cl)C(C)(O)C1CC1 (1-(4-amino-3′-chloro-biphenyl-3-yl)-1-cyclopropyl-ethanol). As a reaction SMILES: [NH2:1][C:2]1[CH:7]=[CH:6][C:5]([C:8]2[CH:13]=[CH:12][CH:11]=[C:10]([Cl:14])[CH:9]=2)=[CH:4][C:3]=1[C:15]([CH:17]1[CH2:19][CH2:18]1)=[O:16].[CH3:20][Mg]Br>C1COCC1>[NH2:1][C:2]1[CH:7]=[CH:6][C:5]([C:8]2[CH:13]=[CH:12][CH:11]=[C:10]([Cl:14])[CH:9]=2)=[CH:4][C:3]=1[C:15]([CH:17]1[CH2:18][CH2:19]1)([OH:16])[CH3:20]. Procedure: To a solution of (4-amino-3′-chloro-biphenyl-3-yl)-cyclopropyl-methanone (0.67 g, 2.5 mmol) in anhydrous THF (10 mL) at −78° C. was added a solution of methylmagnesium bromide (3.0 M in diethyl ether, 2.5 mL, 7.5 mmol) under nitrogen. The reaction mixture was slowly warmed to rt, stirred under nitrogen for 12 hours, and quenched with a saturated aqueous ammonium chloride solution (40 mL). Ethyl acetate (50 mL) was added, the organic layer was separated, and dried (MgSO4). After removal of the so...